Dataset: the Open Reaction Database (ORD), a public repository of structured organic reaction records. Task: describe an organic reaction: reactants, conditions, products, and yield Starting materials: 165, C1(=CC=CC=C1)NC(OCC)=O (ethyl N-phenylcarbamate), C1(=CC=C(C=C1)S(=O)(=O)O)C (p-toluenesulfonic acid), C=C(C)C (isobutene), C=C(C)C (isobutene). The solvent is C1(=CC=CC=C1)C (toluene). Conditions: temperature 100 celsius. Product: CC(C1=CC=CC=C1)C1=CC=C(C=C1)NC(OCC)=O (ethyl N-(4-(α-methylbenzyl)-phenyl)-carbamate). Yield: 72.0%. Reaction SMILES: [C:1]1([NH:7][C:8](=[O:12])[O:9][CH2:10][CH3:11])[CH:6]=[CH:5][CH:4]=[CH:3][CH:2]=1.[C:13]1([CH3:23])[CH:18]=[CH:17][C:16](S(O)(=O)=O)=[CH:15][CH:14]=1.[CH2:24]=C(C)C>C1(C)C=CC=CC=1>[CH3:24][CH:23]([C:4]1[CH:5]=[CH:6][C:1]([NH:7][C:8](=[O:12])[O:9][CH2:10][CH3:11])=[CH:2][CH:3]=1)[C:13]1[CH:18]=[CH:17][CH:16]=[CH:15][CH:14]=1. Procedure details: A mixture of 165 parts of ethyl N-phenylcarbamate and 10 grams of p-toluenesulfonic acid is heated, in a stirred autoclave, to 100° C. whilst stirring, and 112 parts of isobutene are pumped in over two hours. After completion of the addition of isobutene, the mixture is stirred for a further two hours at 100° C. It is then diluted with 100 parts of toluene and extracted with aqueous sodium carbonate solution, and the end product is distilled under reduced pressure. 169 parts (72% of theory, base... Product: FC1=C(C=CC=C1)N1C[C@@H]2[C@H](C1)[C@H](CC2)NC([C@@H](NC)CC(C)C)=O (N-[(3aR,4S,6aS)-2-(2-fluorophenyl)octahydrocyclopenta[c]pyrrol-4-yl]-N2-methyl-L-leucinamide). The solvent is Cl (HCl). Reactants: FC1=C(C=CC=C1)N1C[C@@H]2[C@H](C1)[C@H](CC2)NC([C@H](CC(C)C)N(C(OC(C)(C)C)=O)C)=O (tert-butyl(S)-1-((3aR,4S,6aS)-2-(2-fluorophenyl)octahydrocyclopenta[c]pyrrol-4-ylamino)-4-methyl-1-oxopentan-2-yl(methyl)carbamate), O1CCOCC1 (1,4-dioxane). As a reaction SMILES: [F:1][C:2]1[CH:7]=[CH:6][CH:5]=[CH:4][C:3]=1[N:8]1[CH2:12][C@@H:11]2[C@@H:13]([NH:16][C:17](=[O:32])[C@@H:18]([N:23](C)[C:24](=O)OC(C)(C)C)[CH2:19][CH:20]([CH3:22])[CH3:21])[CH2:14][CH2:15][C@@H:10]2[CH2:9]1.O1CCOCC1>Cl>[F:1][C:2]1[CH:7]=[CH:6][CH:5]=[CH:4][C:3]=1[N:8]1[CH2:12][C@@H:11]2[C@@H:13]([NH:16][C:17](=[O:32])[C@H:18]([CH2:19][CH:20]([CH3:21])[CH3:22])[NH:23][CH3:24])[CH2:14][CH2:15][C@@H:10]2[CH2:9]1. Procedure details: In a 4 mL vial tert-butyl(S)-1-((3aR,4S,6aS)-2-(2-fluorophenyl)octahydrocyclopenta[c]pyrrol-4-ylamino)-4-methyl-1-oxopentan-2-yl(methyl)carbamate from Step 2 (72 mg, 0.161 mmol) was dissolved in 4 N HCl in 1,4-dioxane (1 mL, 4.00 mmol). An oil slowly gummed out of solution. The reaction was stirred at room temperature for 18 hours, and the solvent was removed under a stream of nitrogen. The crude material was purified using a 12 g silica gel cartridge with 1-10% methanol (2 N ammonia)/dichlorome... Reaction conditions: time 18 hour. The reactants are S=C(n1ccnc1)n1ccnc1, CCN(CC)CCN, C1CCOC1, CC(C)NCCS(=O)(=O)c1ccccc1. The product is CCN(CC)CCNC(=S)N(CCS(=O)(=O)c1ccccc1)C(C)C. RXN SMILES: [C:9](=[S:10])([n:11]1[cH:12][cH:13][n:14][cH:15]1)[n:16]1[cH:17][cH:18][n:19][cH:20]1.[CH2:1]([CH3:2])[N:3]([CH2:4][CH2:5][NH2:6])[CH2:7][CH3:8].[O:36]1[CH2:37][CH2:38][CH2:39][CH2:40]1.[c:21]1([S:27](=[O:28])(=[O:29])[CH2:30][CH2:31][NH:32][CH:33]([CH3:34])[CH3:35])[cH:22][cH:23][cH:24][cH:25][cH:26]1>>[CH2:1]([CH3:2])[N:3]([CH2:4][CH2:5][NH:6][C:9](=[S:10])[N:32]([CH2:31][CH2:30][S:27]([c:21]1[cH:22][cH:23][cH:24][cH:25][cH:26]1)(=[O:28])=[O:29])[CH:33]([CH3:34])[CH3:35])[CH2:7][CH3:8]. Starting materials: Solution B, solution A, compound, BrCCCCCC(=O)C1=C(C=C(C(=C1)OC)OC)O (6-bromo-1-(2-hydroxy-4,5-dimethoxyphenyl)-hexan-1-one), CCOCC.B(F)(F)F (Et2O BF3), solution B, P(Cl)(Cl)(Cl)(Cl)Cl (PCl5). The solvent is CN(C)C=O (DMF), CN(C)C=O (DMF). Conditions: temperature 10 celsius. Yields the product BrCCCCC1=COC2=CC(=C(C=C2C1=O)OC)OC (3-(4-bromobutyl)-6,7-dimethoxychromen-4-one), crystals. Yield: 59.0%. As a reaction SMILES: [Br:1][CH2:2][CH2:3][CH2:4][CH2:5][CH2:6][C:7]([C:9]1[CH:14]=[C:13]([O:15][CH3:16])[C:12]([O:17][CH3:18])=[CH:11][C:10]=1[OH:19])=[O:8].[CH3:20]COCC.B(F)(F)F.P(Cl)(Cl)(Cl)(Cl)Cl>CN(C=O)C>[Br:1][CH2:2][CH2:3][CH2:4][CH2:5][C:6]1[C:7](=[O:8])[C:9]2[C:10](=[CH:11][C:12]([O:17][CH3:18])=[C:13]([O:15][CH3:16])[CH:14]=2)[O:19][CH:20]=1 |f:1.2|. Reported procedure: 1st method: A solution A is prepared from 500 mg of the compound of the above Step, 6-bromo-1-(2-hydroxy-4,5-dimethoxyphenyl)-hexan-1-one (1.5 mmol), dissolved in 0.60 ml (4.5 mmol) of Et2O—BF3, and the solution is cooled to 10° C. 2.3 ml of DMF are then added. There is prepared, in addition, a solution B of 4 ml of DMF and there is added thereto in small portions at 10° C. 470 mg (2.25 mmol) of PCl5. Solution B is heated at 55° C. for 20 min, and is then introduced dropwise into solution A, ref... The reactants are CC(C)(C)OC(=O)N1CCC(O)C1, O=C([O-])O, CCN(CC)S(F)(F)F, CCOC(C)=O, [Na+]. The product is CC(C)(C)OC(=O)N1CCC(F)C1. Reaction SMILES: [C:1]([CH3:2])([CH3:3])([CH3:4])[O:5][C:6](=[O:7])[N:8]1[CH2:9][CH:10]([OH:13])[CH2:11][CH2:12]1.[C:23](=[O:24])([OH:25])[O-:26].[CH2:14]([N:15]([S:16]([F:17])([F:18])[F:20])[CH2:19][CH3:21])[CH3:22].[CH3:28][CH2:29][O:30][C:31]([CH3:32])=[O:33].[Na+:27]>>[C:1]([CH3:2])([CH3:3])([CH3:4])[O:5][C:6](=[O:7])[N:8]1[CH2:9][CH:10]([F:20])[CH2:11][CH2:12]1. Reactants: [H-].[Na+] (NaH), BrC1=NN(C(C2=CC=CC=C12)=O)C1=CC=C(C=C1)NC(C)=O (N-[4-(4-Bromo-1-oxo-1H-phthalazin-2-yl)-phenyl]acetamide), C(C)I (ethyl iodide). The solvent is CN(C)C=O (DMF). Reaction conditions: time 12 hour. Yields the product BrC1=NN(C(C2=CC=CC=C12)=O)C1=CC=C(C=C1)N(C(C)=O)CC (N-[4-(4-Bromo-1-oxo-1H-phthalazin-2-yl)-phenyl]-N-ethyl-acetamide). Isolated yield 12.9%. Reaction SMILES: [H-].[Na+].[Br:3][C:4]1[C:13]2[C:8](=[CH:9][CH:10]=[CH:11][CH:12]=2)[C:7](=[O:14])[N:6]([C:15]2[CH:20]=[CH:19][C:18]([NH:21][C:22](=[O:24])[CH3:23])=[CH:17][CH:16]=2)[N:5]=1.[CH2:25](I)[CH3:26]>CN(C=O)C>[Br:3][C:4]1[C:13]2[C:8](=[CH:9][CH:10]=[CH:11][CH:12]=2)[C:7](=[O:14])[N:6]([C:15]2[CH:20]=[CH:19][C:18]([N:21]([CH2:25][CH3:26])[C:22](=[O:24])[CH3:23])=[CH:17][CH:16]=2)[N:5]=1 |f:0.1|. Procedure details: NaH (95%, 0.005 g, 0.21 mmol) was added slowly at room temperature to a solution of N-[4-(4-Bromo-1-oxo-1H-phthalazin-2-yl)-phenyl]acetamide (0.070 g, 0.20 mmol) in DMF (2 ml). Stirring was continued for 1 h before ethyl iodide (0.046 g, 0.29 mmol) was added. Stirring was continued for 12 h before the solvent was evaporated in vacuum. The resulting raw product was purified by chromatography over silica gel with heptane:ethyl acetate (3:1 up to 1:1) to give the title compound (0.010 g, 14% yield)... Starting materials: C=1(C(=CC=CC1)C)C (xylene), NCCCO (3-aminopropanol), C1(=CC=C(C=C1)S(=O)(=O)O)C (toluene-p-sulphonic acid), ClC=1C=C(C=CC1)C1(C(NC2=CC=CC=C12)=O)O (3-(m-Chlorophenyl)-3-hydroxy-3H-indol-2-one). Solvent: O (water). RXN SMILES: [Cl:1][C:2]1[CH:3]=[C:4]([C:8]2([OH:18])[C:16]3[C:11](=[CH:12][CH:13]=[CH:14][CH:15]=3)[NH:10][C:9]2=O)[CH:5]=[CH:6][CH:7]=1.C1(C)C(C)=CC=CC=1.[NH2:27][CH2:28][CH2:29][CH2:30][OH:31].C1(C)C=CC(S(O)(=O)=O)=CC=1>O>[Cl:1][C:2]1[CH:3]=[C:4]([C:8]2([OH:18])[C:16]3[C:11](=[CH:12][CH:13]=[CH:14][CH:15]=3)[N:10]=[C:9]2[NH:27][CH2:28][CH2:29][CH2:30][OH:31])[CH:5]=[CH:6][CH:7]=1. Run at time 24 hour. Yields the product ClC=1C=C(C=CC1)C1(C(=NC2=CC=CC=C12)NCCCO)O (3-(m-Chlorophenyl)-2 -(3-hydroxypropylamino)-3H-indol-3-ol). Reported procedure: 3-(m-Chlorophenyl)-3-hydroxy-3H-indol-2-one (25.9 g., U.K. specification No. 1,125,671), xylene (400 ml.), 3-aminopropanol (15 g.) and toluene-p-sulphonic acid (150 mg.) were heated under reflux, with stirring, in an apparatus fitted with a water separator. After 24 hours, 6.9 ml. of water and 3-aminopropanol had been collected. The mixture was cooled and the xylene removed under reduced pressure leaving a yellow crystalline material which was recrystallised from ethyl acetate to give the title ... Solvent: C1CCOC1 (THF). Run at temperature 0 celsius. The product is C(C)(C)(C)OC(=O)N(CC=C)CCC1=CC=CC=C1 (N-t-Butoxycarbonyl-N-allyl-2-phenyl-ethylamine). RXN SMILES: [C:1]([O:5][C:6]([NH:8][CH2:9][CH2:10][C:11]1[CH:16]=[CH:15][CH:14]=[CH:13][CH:12]=1)=[O:7])([CH3:4])([CH3:3])[CH3:2].[H-].[Na+].[H][H].[CH2:21](Br)[CH:22]=[CH2:23].[Cl-].[NH4+]>C1COCC1>[C:1]([O:5][C:6]([N:8]([CH2:9][CH2:10][C:11]1[CH:12]=[CH:13][CH:14]=[CH:15][CH:16]=1)[CH2:23][CH:22]=[CH2:21])=[O:7])([CH3:4])([CH3:2])[CH3:3] |f:1.2,5.6|. Reactants: C(C)(C)(C)OC(=O)NCCC1=CC=CC=C1 (N-t-butoxycarbonyl-2-phenyl-ethylamine), [H-].[Na+] (sodium hydride), C(C=C)Br (allyl bromide), [Cl-].[NH4+] (ammonium chloride), C(C=C)Br (allyl bromide), [H-].[Na+] (sodium hydride), [H][H] (hydrogen), [H][H] (hydrogen). Procedure details: Combine N-t-butoxycarbonyl-2-phenyl-ethylamine (22.1 g, 100 mmol) and THF (100 mL) under an inert atmosphere. Cool to 0° C. in an ice-bath. Add portionwise sodium hydride (0.206 g, 110 mmol) and allow to stir until hydrogen evolution ceases. Add allyl bromide (9.50 mL, 110 mmol) and warm to ambient temperature. Cool again to 0° C. in an ice-bath. Add sodium hydride (0.92 g, 40 mmol) and allow to stir until hydrogen evolution ceases. Add allyl bromide (3.0 mL, 35.0 mmol) and heat to reflux for 18... Starting materials: C, COC(=O)c1c(-c2ccccc2)c2cc(Br)ccc2c(=O)n1Cc1cc(OC)cc(OC)c1, CO, [H][H], [Pd]. The product is COC(=O)c1c(-c2ccccc2)c2ccccc2c(=O)n1Cc1cc(OC)cc(OC)c1. Reaction SMILES: [C:38].[CH3:1][O:2][C:3](=[O:4])[c:5]1[n:6]([CH2:23][c:24]2[cH:25][c:26]([O:32][CH3:33])[cH:27][c:28]([O:30][CH3:31])[cH:29]2)[c:7](=[O:22])[c:8]2[cH:9][cH:10][c:11]([Br:21])[cH:12][c:13]2[c:14]1-[c:15]1[cH:16][cH:17][cH:18][cH:19][cH:20]1.[CH3:36][OH:37].[H:34][H:35].[Pd:39]>>[CH3:1][O:2][C:3](=[O:4])[c:5]1[n:6]([CH2:23][c:24]2[cH:25][c:26]([O:32][CH3:33])[cH:27][c:28]([O:30][CH3:31])[cH:29]2)[c:7](=[O:22])[c:8]2[cH:9][cH:10][cH:11][cH:12][c:13]2[c:14]1-[c:15]1[cH:16][cH:17][cH:18][cH:19][cH:20]1. Solvent: CN(C=O)C (dimethylformamide). The yield is 50.0%. The reactants are C(C1=CC=CC=C1)Cl (Benzyl chloride), [K] (potassium), FC=1C=NC(NC1)=O (5-fluoropyrimid-2-one). Reaction SMILES: [CH2:1](Cl)[C:2]1[CH:7]=[CH:6][CH:5]=[CH:4][CH:3]=1.[K].[F:10][C:11]1[CH:12]=[N:13][C:14](=[O:17])[NH:15][CH:16]=1>CN(C)C=O>[CH2:1]([N:15]1[CH:16]=[C:11]([F:10])[CH:12]=[N:13][C:14]1=[O:17])[C:2]1[CH:7]=[CH:6][CH:5]=[CH:4][CH:3]=1 |^1:8|. Procedure details: Benzyl chloride (0.01 mol) was added to a stirred mixture of the potassium salt of 5-fluoropyrimid-2-one (0.007 mol) in dimethylformamide (40 ml) and the mixture stirred at room temperature until chromatography showed the reaction to be complete. The solvent was then evaporated at reduced presure (1 mm Hg) and the residue was extracted with chloroform (100 ml). The chloroform solution was washed with aqueous 2 N NaCH (2×3 ml) and with water (3 ml) before drying (MgSO4) and evaporation; yield 50%... Product: C(C1=CC=CC=C1)N1C(N=CC(=C1)F)=O (1-Benzyl-5-fluoropyrimid-2-one).